Task: describe an organic reaction: reactants, conditions, products, and yield. Dataset: the Open Reaction Database (ORD), a public repository of structured organic reaction records The reactants are [Al+3], COC(=O)c1ccc(Cl)c(OCc2ccccc2)c1, [H-], [H-], [H-], [H-], [Li+], C1CCOC1. Product: OCc1ccc(Cl)c(OCc2ccccc2)c1. As a reaction SMILES: [Al+3:21].[Cl:1][c:2]1[c:3]([O:12][CH2:13][c:14]2[cH:15][cH:16][cH:17][cH:18][cH:19]2)[cH:4][c:5]([C:6](=[O:7])[O:8][CH3:9])[cH:10][cH:11]1.[H-:20].[H-:23].[H-:24].[H-:25].[Li+:22].[O:26]1[CH2:27][CH2:28][CH2:29][CH2:30]1>>[Cl:1][c:2]1[c:3]([O:12][CH2:13][c:14]2[cH:15][cH:16][cH:17][cH:18][cH:19]2)[cH:4][c:5]([CH2:6][OH:7])[cH:10][cH:11]1. Reactants: CC1(C)Cc2c(Br)cccc2O1, CC#N, [Cu+2], [K+], [K+], O, O, O, O, O, O, O=S(=O)([O-])OOS(=O)(=O)[O-], O=S(=O)([O-])[O-]. Yields the product CC1(C)Oc2cccc(Br)c2C1=O. Reaction SMILES: [Br:1][c:2]1[cH:3][cH:4][cH:5][c:6]2[c:7]1[CH2:8][C:9]([CH3:11])([CH3:12])[O:10]2.[CH3:26][C:27]#[N:28].[Cu+2:39].[K+:23].[K+:24].[OH2:25].[OH2:29].[OH2:30].[OH2:31].[OH2:32].[OH2:33].[S:13](=[O:14])([O:15][O:16][S:17]([O-:18])(=[O:19])=[O:20])([O-:21])=[O:22].[S:34]([O-:35])([O-:36])(=[O:37])=[O:38]>>[Br:1][c:2]1[cH:3][cH:4][cH:5][c:6]2[c:7]1[C:8](=[O:14])[C:9]([CH3:11])([CH3:12])[O:10]2. Reactants: O=C1NC(=CC=C1C(=O)OC)C(C(F)F)(F)F (methyl 2-oxo-6-(1,1,2,2-tetrafluoroethyl)-1,2-dihydropyridine-3-carboxylate), CN (methylamine), Cl (hydrochloric acid). Product: CNC(=O)C=1C(NC(=CC1)C(C(F)F)(F)F)=O (N-Methyl-2-oxo-6-(1,1,2,2-tetrafluoroethyl)-1,2-dihydropyridine-3-carb oxamide). Reaction SMILES: [O:1]=[C:2]1[C:7]([C:8](OC)=[O:9])=[CH:6][CH:5]=[C:4]([C:12]([F:17])([F:16])[CH:13]([F:15])[F:14])[NH:3]1.[CH3:18][NH2:19].Cl>>[CH3:18][NH:19][C:8]([C:7]1[C:2](=[O:1])[NH:3][C:4]([C:12]([F:17])([F:16])[CH:13]([F:15])[F:14])=[CH:5][CH:6]=1)=[O:9]. Reported procedure: At room temperature, 300 mg (1.19 mmol) of methyl 2-oxo-6-(1,1,2,2-tetrafluoroethyl)-1,2-dihydropyridine-3-carboxylate were stirred in 3.3 ml of a 40% strength aqueous methylamine solution for 14 h. The pH was then adjusted to 2 by addition of 1N hydrochloric acid, and the mixture was extracted with dichloromethane. Drying and concentration of the extract gave 230 mg (77% of theory) of the product. As a reaction SMILES: [CH2:1]([C:7]1[CH:8]=[N:9][C:10]([OH:13])=[N:11][CH:12]=1)[CH2:2][CH2:3][CH2:4][CH2:5][CH3:6].C1(C)C=CC=CC=1.[CH2:21]([O:27][C:28]1[CH:36]=[CH:35][C:31]([C:32](Cl)=[O:33])=[CH:30][CH:29]=1)[CH2:22][CH2:23][CH2:24][CH2:25][CH3:26]>N1C=CC=CC=1>[CH2:21]([O:27][C:28]1[CH:36]=[CH:35][C:31]([C:32]([O:13][C:10]2[N:11]=[CH:12][C:7]([CH2:1][CH2:2][CH2:3][CH2:4][CH2:5][CH3:6])=[CH:8][N:9]=2)=[O:33])=[CH:30][CH:29]=1)[CH2:22][CH2:23][CH2:24][CH2:25][CH3:26]. The yield is 57.2%. The product is C(CCCCC)OC1=CC=C(C(=O)OC2=NC=C(C=N2)CCCCCC)C=C1 (5-hexylpyrimidin-2-yl p-hexyloxybenzoate). Procedure: This 5-hexylpyrimidin-2-ol (1.8 g, 10 mmol) was dissolved in pyridine (2 ml), followed by adding dropwise to the solution, a toluene solution (30 ml) of p-hexyloxybenzoyl chloride (2.4 g, 10 mmol), stirring at 50° C. for 4 hours, further adding toluene (50 ml) to the reaction mixture to carry out extraction, washing the toluene layer twice with 6N-HCl aqueous solution (30 ml), further washing 5 times with 2N-NaOH aqueous solution (40 ml), washing with pure water until the aqueous layer became pH... Run in N1=CC=CC=C1 (pyridine). The reactants are C1(=CC=CC=C1)C (toluene), C1(=CC=CC=C1)C (toluene), C(CCCCC)OC1=CC=C(C(=O)Cl)C=C1 (p-hexyloxybenzoyl chloride), C(CCCCC)C=1C=NC(=NC1)O (5-hexylpyrimidin-2-ol). Reactants: CC1=C(C(=O)O)C=CC=C1 (2-methylbenzoic acid), CN1CCC(CC1)(C1=CC=CC=C1)CN (C-(1-methyl-4-phenyl-piperidin-4-yl)-methylamine). The product is CC1=C(C(=O)NCC2(CCN(CC2)C)C2=CC=CC=C2)C=CC=C1 (2-Methyl-N-(1-methyl-4-phenyl-piperidin-4-ylmethyl)-benzamide). Reaction SMILES: [CH3:1][C:2]1[CH:10]=[CH:9][CH:8]=[CH:7][C:3]=1[C:4]([OH:6])=O.[CH3:11][N:12]1[CH2:17][CH2:16][C:15]([CH2:24][NH2:25])([C:18]2[CH:23]=[CH:22][CH:21]=[CH:20][CH:19]=2)[CH2:14][CH2:13]1>>[CH3:1][C:2]1[CH:10]=[CH:9][CH:8]=[CH:7][C:3]=1[C:4]([NH:25][CH2:24][C:15]1([C:18]2[CH:23]=[CH:22][CH:21]=[CH:20][CH:19]=2)[CH2:14][CH2:13][N:12]([CH3:11])[CH2:17][CH2:16]1)=[O:6]. Procedure details: From 2-methylbenzoic acid and C-(1-methyl-4-phenyl-piperidin-4-yl)-methylamine. LCMS (MH+): m/z=323.1, tR (minutes, Method A)=0.56 The reactants are Cl.Cl.FC=1C=CC2=C(N(C(=N2)[C@H](C)N)C2=CC=CC=C2)C1 ((5)-1-(6-fluoro-1-phenyl-1H-benzoimidazol-2-yl)ethylamine dihydrochloride), ClC1=NC(=NC(=N1)Cl)N (4,6-dichloro-[1,3,5]triazin-2-ylamine), ice, CCN(C(C)C)C(C)C (DIPEA). The solvent is CC(C)O (IPA). Run at time 64 hour. Yields the product ClC1=NC(=NC(=N1)N[C@@H](C)C1=NC2=C(N1C1=CC=CC=C1)C=C(C=C2)F)N (6-Chloro-N—[(S)-1-(6-fluoro-1-phenyl-1H-benzoimidazol-2-yl)-ethyl]-[1,3,5]triazine-2,4-diamine). RXN SMILES: Cl.Cl.[F:3][C:4]1[CH:5]=[CH:6][C:7]2[N:11]=[C:10]([C@@H:12]([NH2:14])[CH3:13])[N:9]([C:15]3[CH:20]=[CH:19][CH:18]=[CH:17][CH:16]=3)[C:8]=2[CH:21]=1.[Cl:22][C:23]1[N:28]=[C:27](Cl)[N:26]=[C:25]([NH2:30])[N:24]=1.CCN(C(C)C)C(C)C>CC(O)C>[Cl:22][C:23]1[N:28]=[C:27]([NH:14][C@H:12]([C:10]2[N:9]([C:15]3[CH:16]=[CH:17][CH:18]=[CH:19][CH:20]=3)[C:8]3[CH:21]=[C:4]([F:3])[CH:5]=[CH:6][C:7]=3[N:11]=2)[CH3:13])[N:26]=[C:25]([NH2:30])[N:24]=1 |f:0.1.2|. Procedure: To an ice-cooled mixture of (5)-1-(6-fluoro-1-phenyl-1H-benzoimidazol-2-yl)ethylamine dihydrochloride (226 mg, 0.69 mmol), 4,6-dichloro-[1,3,5]triazin-2-ylamine (125 mg, 0.76 mmol) and IPA (5 mL) was added DIPEA (0.59 mL, 3.45 mmol). The reaction mixture was stirred at RT (room temperature) for 64 h. The solvent was removed under reduced pressure and the resulting residue was partitioned between EtOAc and aqueous Na2CO3. The aqueous phase was extracted with EtOAc and the combined organic fractio... Starting materials: [H-].[Na+] (NaH), N(=[N+]=[N-])CCCO (3-Azido-1-propanol), C(C)OC(=O)C1=NC(=CC(=C1)Br)C(=O)OCC (Diethyl-4-bromo-2,6-pyridinedicarboxylate). Run in CN(C)C=O (DMF), CN(C)C=O (DMF). Run at temperature 0 celsius, time 15 minute. The product is C(C)OC(=O)C1=NC(=CC(=C1)OCCCN=[N+]=[N-])C(=O)OCC (Diethyl-4-(3-azidopropoxy)-2,6-pyridinedicarboxylate). Isolated yield 40.0%. Reaction SMILES: [N:1]([CH2:4][CH2:5][CH2:6][OH:7])=[N+:2]=[N-:3].[H-].[Na+].[CH2:10]([O:12][C:13]([C:15]1[CH:20]=[C:19](Br)[CH:18]=[C:17]([C:22]([O:24][CH2:25][CH3:26])=[O:23])[N:16]=1)=[O:14])[CH3:11]>CN(C=O)C>[CH2:10]([O:12][C:13]([C:15]1[CH:20]=[C:19]([O:7][CH2:6][CH2:5][CH2:4][N:1]=[N+:2]=[N-:3])[CH:18]=[C:17]([C:22]([O:24][CH2:25][CH3:26])=[O:23])[N:16]=1)=[O:14])[CH3:11] |f:1.2|. Procedure: 3-Azido-1-propanol (0.266 mL, 3.64 mmol) was dissolved in DMF (5 mL) and cooled to 0° C. NaH (146 mg, 3.64 mmol) was added and the mixture was stirred for 15 minutes. Diethyl-4-bromo-2,6-pyridinedicarboxylate dissolved in DMF (5 mL) was added to the reaction mixture dropwise. The reaction was complete as indicated by TLC in 1 hour. The reaction mixture was partitioned between CH2Cl2 and water. The water was separated and extracted with CH2Cl2. The CH2Cl2 layers were combined, dried (MgSO4) and c...